From a dataset of the Open Reaction Database (ORD), a public repository of structured organic reaction records. describe an organic reaction: reactants, conditions, products, and yield The reactants are Cl.N1C(=O)N=C(N)N=C1 (5-azacytosine hydrochloride), Cl (HCl), Cl (HCl), [BH4-].[Na+] (sodium borohydride), N1C(=O)N=C(N)NC1 (5,6- dihydro-5-azacytosine). Product: Cl.N1C(=O)N=C(N)NC1 (5,6-dihydro-5-azacytosine hydrochloride). RXN SMILES: [ClH:1].[NH:2]1[CH:9]=[N:8][C:6]([NH2:7])=[N:5][C:3]1=[O:4].[BH4-].[Na+].N1CNC(N)=NC1=O.Cl>>[ClH:1].[NH:2]1[CH2:9][NH:8][C:6]([NH2:7])=[N:5][C:3]1=[O:4] |f:0.1,2.3,6.7|. Procedure details: HCl was hydrolyzed with 6N HCl and produced 5,6-dihydro-5-azacytosine hydrochloride. This has a melting point of 259°-26l°. In order to show the conformity of structure, 5-azacytosine hydrochloride, which is commercially available, was reduced with sodium borohydride to make 5,6- dihydro-5-azacytosine. This compound had a melting point of 189°-190°. HCl acid addition salt was formulated from the free base by treatment with HCl to produce 5,6-dihydro-5-azacytosine hydrochloride with a melting poi... Starting materials: COC([C@@H]1C[C@H](CC(O1)O)O)OC ((4R,6S)-6-(dimethoxymethyl)-tetrahydro-2H-pyran-2,4-diol), C([O-])([O-])=O.[Ba+2] (barium carbonate), BrBr (bromine). Run in O (water). Run at temperature 2.5 celsius, time 3 hour. Yields the product COC([C@@H]1C[C@H](CC(O1)=O)O)OC ((4R,6S)-6-(dimethoxymethyl)-4-hydroxy-tetrahydropyran-2-one). As a reaction SMILES: [CH3:1][O:2][CH:3]([O:12][CH3:13])[C@H:4]1[O:9][CH:8]([OH:10])[CH2:7][C@H:6]([OH:11])[CH2:5]1.C(=O)([O-])[O-].[Ba+2].BrBr>O>[CH3:1][O:2][CH:3]([O:12][CH3:13])[C@H:4]1[O:9][C:8](=[O:10])[CH2:7][C@H:6]([OH:11])[CH2:5]1 |f:1.2|. Reported procedure: To a solution of 1.4 g of (4R,6S)-6-(dimethoxymethyl)-tetrahydro-2H-pyran-2,4-diol (I′) in 100 mL of water, 2.4 g of barium carbonate and 0.5 mL of bromine at 0° C. are added. After 3 hours of stirring at 0-5° C., the product II′ is extracted three times with 300 mL of ethyl acetate. Finally ethyl acetate is distilled off. The residue is flash chromatographed (DIPE/acetonitrile 2/1). The solvents are distilled off to get the title compound. The reactants are O=C1N(C(C2=CC=CC=C12)=O)CC(CCSC)NC(OC(C)(C)C)=O (tert-butyl [1-(1,3-dioxo-1,3-dihydro-2H-isoindol-2-yl)-4-(methylsulfanyl)butan-2-yl]carbamate), OOS(=O)[O-].[K+] (Oxone), O (water), CO (methanol). Run at time 3 hour. Product: O=C1N(C(C2=CC=CC=C12)=O)CC(CCS(=O)(=O)C)NC(OC(C)(C)C)=O (tert-butyl [1-(1,3-dioxo-1,3-dihydro-2H-isoindol-2-yl)-4-(methylsulfonyl)butan-2-yl]carbamate). RXN SMILES: [O:1]=[C:2]1[C:10]2[C:5](=[CH:6][CH:7]=[CH:8][CH:9]=2)[C:4](=[O:11])[N:3]1[CH2:12][CH:13]([NH:18][C:19](=[O:25])[O:20][C:21]([CH3:24])([CH3:23])[CH3:22])[CH2:14][CH2:15][S:16][CH3:17].OOS([O-])=O.[K+].[OH2:32].C[OH:34]>>[O:11]=[C:4]1[C:5]2[C:10](=[CH:9][CH:8]=[CH:7][CH:6]=2)[C:2](=[O:1])[N:3]1[CH2:12][CH:13]([NH:18][C:19](=[O:25])[O:20][C:21]([CH3:22])([CH3:24])[CH3:23])[CH2:14][CH2:15][S:16]([CH3:17])(=[O:34])=[O:32] |f:1.2|. Reported procedure: To a solution of tert-butyl [1-(1,3-dioxo-1,3-dihydro-2H-isoindol-2-yl)-4-(methylsulfanyl)butan-2-yl]carbamate (29 g, 80 mmol) in methanol (700 mL) was added Oxone (148 g, 0.241 mol) and water (700 mL) at room temperature. After 3 hours, the reaction mixture was quenched with 20% aqueous sodium bisulfate solution, diluted with water, and extracted with DCM. The combined organics were washed with brine, dried over sodium sulfate, filtered, and concentrated under reduced pressure to give tert-buty... Starting materials: N1C=NC=C1 (imidazole), ClC1=NC(=NC(=C1C(=C)Cl)C(F)(F)F)C (4-Chloro-5-(1-chlorovinyl)-2-methyl-6-trifluoromethylpyrimidine), O (water). The solvent is C(C)#N (acetonitrile). Product: ClC(=C)C=1C(=NC(=NC1C(F)(F)F)C)N1C=NC=C1 (5-(1-chlorovinyl)-4-imidazol-1-yl-2-methyl-6-trifluoromethyl-pyrimidine). The yield is 65.2%. RXN SMILES: Cl[C:2]1[C:7]([C:8]([Cl:10])=[CH2:9])=[C:6]([C:11]([F:14])([F:13])[F:12])[N:5]=[C:4]([CH3:15])[N:3]=1.[NH:16]1[CH:20]=[CH:19][N:18]=[CH:17]1.O>C(#N)C>[Cl:10][C:8]([C:7]1[C:2]([N:16]2[CH:20]=[CH:19][N:18]=[CH:17]2)=[N:3][C:4]([CH3:15])=[N:5][C:6]=1[C:11]([F:14])([F:13])[F:12])=[CH2:9]. Reported procedure: 4-Chloro-5-(1-chlorovinyl)-2-methyl-6-trifluoromethylpyrimidine (1.83 g) was dissolved in acetonitrile (20 ml) under stirring in room temperature. The mixture was added imidazole (1.45 g) and refluxed 3 hr and then cooled to room temperature and added water. The mixture was extracted with chloroform. The chloroform layer was washed with water and brine, respectively and dried over magnesium sulfate. The solvent was removed under reduced pressure. The residue was purified by silica gel column chr...